This data is from the Open Reaction Database (ORD), a public repository of structured organic reaction records. The task is: describe an organic reaction: reactants, conditions, products, and yield The reactants are CC(=O)Cl, C=CC(C)c1cc(C)ccc1O, O. Product: C=CC(C)c1cc(C)ccc1OC(C)=O. RXN SMILES: [CH3:1][C:2]([Cl:3])=[O:4].[CH3:5][c:6]1[cH:7][c:8]([CH:13]([CH:14]=[CH2:15])[CH3:16])[c:9]([OH:12])[cH:10][cH:11]1.[OH2:17]>>[CH3:1][C:2](=[O:4])[O:12][c:9]1[c:8]([CH:13]([CH:14]=[CH2:15])[CH3:16])[cH:7][c:6]([CH3:5])[cH:11][cH:10]1. Reaction conditions: time 16 hour. As a reaction SMILES: [C:1]([NH:4][C:5]([CH2:16][C:17]1[CH:22]=[CH:21][C:20](F)=[C:19]([N+:24]([O-:26])=[O:25])[CH:18]=1)([C:11]([O:13][CH2:14][CH3:15])=[O:12])[C:6]([O:8][CH2:9][CH3:10])=[O:7])(=[O:3])[CH3:2].[N+](CC)([O-])=[O:28].[CH2:32]1[CH2:42]CN2C(=NCCC2)CC1>CCOC(C)=O>[C:1]([NH:4][C:5]([CH2:16][C:17]1[CH:22]=[CH:21][C:20]([C:42](=[O:28])[CH3:32])=[C:19]([N+:24]([O-:26])=[O:25])[CH:18]=1)([C:11]([O:13][CH2:14][CH3:15])=[O:12])[C:6]([O:8][CH2:9][CH3:10])=[O:7])(=[O:3])[CH3:2]. The product is C(C)(=O)NC(C(=O)OCC)(C(=O)OCC)CC1=CC(=C(C=C1)C(C)=O)[N+](=O)[O-] (diethyl 2-acetamido-2-(4-acetyl-3-nitrobenzyl)malonate). Solvent: CCOC(=O)C (EtOAc). The reactants are C(C)(=O)NC(C(=O)OCC)(C(=O)OCC)CC1=CC(=C(C=C1)F)[N+](=O)[O-] (diethyl 2-acetamido-2-(4-fluoro-3-nitrobenzyl)malonate), [N+](=O)([O-])CC (nitroethane), C1CCC2=NCCCN2CC1 (DBU). Reported procedure: To diethyl 2-acetamido-2-(4-fluoro-3-nitrobenzyl)malonate (7.41 g) and nitroethane (6.0 mL) in EtOAc was added DBU (9.0 mL) and the mixture was stirred at room temperature for 16 hours. The reaction mixture was concentrated and the residue was dissolved in methanol (35 mL). Aqueous H2O2 (30%, 10.2 mL) and 10% aqueous NaHCO3 (10.2 mL) were added and the mixture was stirred at room temperature for 16 hours. The reaction mixture was concentrated under reduced pressure. The residue was dissolved in ... Starting materials: NC=1SC=C(N1)/C(/C(=O)OCC)=N/OC(C)(C)[C@@H]1CC[C@H](CC1)C (Ethyl 2-(2-aminothiazol-4-yl)-(Z)-2-[1-(trans-4-methylcyclohexyl)-1-methylethoxyimino]acetate), [OH-].[Na+] (NaOH). The solvent is C(C)O (ethanol), O (water). Run at time 5 day. Yields the product NC=1SC=C(N1)/C(/C(=O)O)=N/OC(C)(C)[C@@H]1CC[C@H](CC1)C (2-(2-Aminothiazol-4-yl)-(Z)-2-[1-(trans-4-methylcyclohexyl)-1-methylethoxyimino]acetic acid). The yield is 67.3%. Reaction SMILES: [NH2:1][C:2]1[S:3][CH:4]=[C:5](/[C:7](=[N:13]/[O:14][C:15]([C@H:18]2[CH2:23][CH2:22][C@H:21]([CH3:24])[CH2:20][CH2:19]2)([CH3:17])[CH3:16])/[C:8]([O:10]CC)=[O:9])[N:6]=1.[OH-].[Na+]>C(O)C.O>[NH2:1][C:2]1[S:3][CH:4]=[C:5](/[C:7](=[N:13]/[O:14][C:15]([C@H:18]2[CH2:23][CH2:22][C@H:21]([CH3:24])[CH2:20][CH2:19]2)([CH3:17])[CH3:16])/[C:8]([OH:10])=[O:9])[N:6]=1 |f:1.2|. Reported procedure: Ethyl 2-(2-aminothiazol-4-yl)-(Z)-2-[1-(trans-4-methylcyclohexyl)-1-methylethoxyimino]acetate (630 mg, 1.78 mmol) in ethanol (14 ml) and water (2 ml) was treated with 1M NaOH (1.78 ml) and the mixture was stirred at room temperature for 5 days. The ethanol was removed by evaporation in vacuo and the residual mixture was treated with ethyl acetate (100 ml) and water (100 ml) and the pH was adjusted to 3.0. The aqueous layer was extracted with ethyl acetate (3×30 ml). The combined ethyl acetate la... Reactants: O=C([O-])O, CC1COCCN1c1cc(CS(C)(=O)=O)nc(N2CCC(N)CC2)n1, O=C(Cl)Oc1ccccc1, [Na+], C1COCCO1. Product: CC1COCCN1c1cc(CS(C)(=O)=O)nc(N2CCC(NC(=O)Oc3ccccc3)CC2)n1. As a reaction SMILES: [C:26](=[O:27])([OH:28])[O-:29].[CH3:1][CH:2]1[CH2:3][O:4][CH2:5][CH2:6][N:7]1[c:8]1[n:9][c:10]([N:19]2[CH2:20][CH2:21][CH:22]([NH2:25])[CH2:23][CH2:24]2)[n:11][c:12]([CH2:14][S:15](=[O:16])(=[O:17])[CH3:18])[cH:13]1.[Cl:31][C:32](=[O:33])[O:34][c:35]1[cH:36][cH:37][cH:38][cH:39][cH:40]1.[Na+:30].[O:41]1[CH2:42][CH2:43][O:44][CH2:45][CH2:46]1>>[CH3:1][CH:2]1[CH2:3][O:4][CH2:5][CH2:6][N:7]1[c:8]1[n:9][c:10]([N:19]2[CH2:20][CH2:21][CH:22]([NH:25][C:32](=[O:33])[O:34][c:35]3[cH:36][cH:37][cH:38][cH:39][cH:40]3)[CH2:23][CH2:24]2)[n:11][c:12]([CH2:14][S:15](=[O:16])(=[O:17])[CH3:18])[cH:13]1.